Dataset: the Open Reaction Database (ORD), a public repository of structured organic reaction records. Task: describe an organic reaction: reactants, conditions, products, and yield The reactants are C(C(=O)C)C1=NC(=NO1)CCl (5-acetonyl-3-chloromethyl-1,2,4-oxadiazole), [N+](=O)([O-])C=1C=C(C=O)C=CC1 (3-nitrobenzaldehyde), N\C(=C/C(=O)OCCOCCC)\C (2-(n-propoxy)ethyl 3-aminocrotonate). Solvent: C(C)(C)O (isopropyl alcohol). Product: CC=1NC(=C(C(C1C1=NC(=NO1)CCl)C1=CC(=CC=C1)[N+](=O)[O-])C(=O)OCCOCCC)C (2-(n-propoxy)ethyl 1,4-dihydro-2,6-dimethyl-3-(3-chloromethyl-1,2,4-oxadiazol-5-yl)-4-(3-nitrophenyl)pyridine-5-carboxylate). Yield: 95.1%. Reaction SMILES: [CH2:1]([C:5]1[O:9][N:8]=[C:7]([CH2:10][Cl:11])[N:6]=1)[C:2]([CH3:4])=O.[N+:12]([C:15]1[CH:16]=[C:17]([CH:20]=[CH:21][CH:22]=1)[CH:18]=O)([O-:14])=[O:13].[NH2:23]/[C:24](/[CH3:35])=[CH:25]\[C:26]([O:28][CH2:29][CH2:30][O:31][CH2:32][CH2:33][CH3:34])=[O:27]>C(O)(C)C>[CH3:4][C:2]1[NH:23][C:24]([CH3:35])=[C:25]([C:26]([O:28][CH2:29][CH2:30][O:31][CH2:32][CH2:33][CH3:34])=[O:27])[CH:18]([C:17]2[CH:20]=[CH:21][CH:22]=[C:15]([N+:12]([O-:14])=[O:13])[CH:16]=2)[C:1]=1[C:5]1[O:9][N:8]=[C:7]([CH2:10][Cl:11])[N:6]=1. Procedure: A mixture of 530 mg of 5-acetonyl-3-chloromethyl-1,2,4-oxadiazole, 450 mg of 3-nitrobenzaldehyde and 560 mg of 2-(n-propoxy)ethyl 3-aminocrotonate in 3 ml of isopropyl alcohol was heated under reflux for 8 hours. The reaction mixture was concentrated in vacuo and the residue was chromatographed on silica gel using benzene-acetonitrile (10:1) as eluent to give 1.35 g of 2-(n-propoxy)ethyl 1,4-dihydro-2,6-dimethyl-3-(3-chloromethyl-1,2,4-oxadiazol-5-yl)-4-(3-nitrophenyl)pyridine-5-carboxylate. Rec... Starting materials: S(=O)(=O)(C1=CC=C(C)C=C1)C=1NC2=CC=CC=C2C1 (2-tosyl-1H-indole), BrCCCCBr (1,4-dibromobutane), [OH-].[K+] (KOH). Solvent: CN(C)C=O (DMF), CN(C)C=O (DMF). Reaction conditions: time 1.75 hour. Yields the product BrCCCCN1C(=CC2=CC=CC=C12)S(=O)(=O)C1=CC=C(C)C=C1 (1-(4-bromobutyl)-2-tosyl-1H-indole). Reaction SMILES: [S:1]([C:11]1[NH:12][C:13]2[C:18]([CH:19]=1)=[CH:17][CH:16]=[CH:15][CH:14]=2)([C:4]1[CH:10]=[CH:9][C:7]([CH3:8])=[CH:6][CH:5]=1)(=[O:3])=[O:2].[Br:20][CH2:21][CH2:22][CH2:23][CH2:24]Br.[OH-].[K+]>CN(C=O)C>[Br:20][CH2:21][CH2:22][CH2:23][CH2:24][N:12]1[C:13]2[C:18](=[CH:17][CH:16]=[CH:15][CH:14]=2)[CH:19]=[C:11]1[S:1]([C:4]1[CH:10]=[CH:9][C:7]([CH3:8])=[CH:6][CH:5]=1)(=[O:2])=[O:3] |f:2.3|. Reported procedure: To a solution of 2-tosyl-1H-indole (199 mg, 0.73 mmol) in 3 mL DMF was added 1,4-dibromobutane (263 μL, 2.20 mmol) in 1 mL DMF and KOH (41 mg, 0.73 mmol), and the reaction stirred at room temperature 1.75 h. The reaction mixture was then partitioned between water and ether, and the aqueous layer extracted twice with ether. The combined organic extract was washed with water, dried over MgSO4, filtered, and concentrated in vacuo. The crude product was purified via silica gel chromatography using a... Starting materials: COC(CCNC(C1=CC=C(C=C1)C(CCCC(F)(F)F)OC1=CC=C(C=C1)B1OC(C(O1)(C)C)(C)C)=O)=O (racemic 3-(4-{5,5,5-Trifluoro-1-[4-(4,4,5,5-tetramethyl-[1,3,2]dioxaborolan-2-yl)-phenoxy]-pentyl}-benzoylamino)-propionic acid methyl ester), palladium tetrakis triphenylphosphine, BrC1=C(C=C(C=C1C(C)(C)C)C(C)(C)C)C(C)(C)C (2-bromo-1,3,5-tri-tert-butyl-benzene), [F-].[K+] (potassium fluoride). Run in C1(=CC=CC=C1)C (toluene). The product is COC(CCNC(C1=CC=C(C=C1)C(CCCC(F)(F)F)OC1=C(C=C(C=C1C(C)(C)C)C(C)(C)C)C(C)(C)C)=O)=O (Racemic 3-{4-[1-(2,4,6-tri-t-butyl-phenoxy)-5,5,5-trifluoro-pentyl]-benzoylamino}-propionic acid methyl ester). As a reaction SMILES: [CH3:1][O:2][C:3](=[O:39])[CH2:4][CH2:5][NH:6][C:7](=[O:38])[C:8]1[CH:13]=[CH:12][C:11]([CH:14]([O:22]C2C=CC(B3OC(C)(C)C(C)(C)O3)=CC=2)[CH2:15][CH2:16][CH2:17][C:18]([F:21])([F:20])[F:19])=[CH:10][CH:9]=1.Br[C:41]1[C:46]([C:47]([CH3:50])([CH3:49])[CH3:48])=[CH:45][C:44]([C:51]([CH3:54])([CH3:53])[CH3:52])=[CH:43][C:42]=1[C:55]([CH3:58])([CH3:57])[CH3:56].[F-].[K+]>C1(C)C=CC=CC=1>[CH3:1][O:2][C:3](=[O:39])[CH2:4][CH2:5][NH:6][C:7](=[O:38])[C:8]1[CH:13]=[CH:12][C:11]([CH:14]([O:22][C:41]2[C:46]([C:47]([CH3:50])([CH3:49])[CH3:48])=[CH:45][C:44]([C:51]([CH3:54])([CH3:53])[CH3:52])=[CH:43][C:42]=2[C:55]([CH3:58])([CH3:57])[CH3:56])[CH2:15][CH2:16][CH2:17][C:18]([F:20])([F:21])[F:19])=[CH:10][CH:9]=1 |f:2.3|. Reported procedure: To a solution of racemic 3-(4-{5,5,5-Trifluoro-1-[4-(4,4,5,5-tetramethyl-[1,3,2]dioxaborolan-2-yl)-phenoxy]-pentyl}-benzoylamino)-propionic acid methyl ester (0.300 g, 0.550 mmol) in toluene (3.0 mL) is added palladium tetrakis triphenylphosphine (0.0316 g, 0.030 mmol), 2-bromo-1,3,5-tri-tert-butyl-benzene (0.353 g, 1.09 mmol), and potassium fluoride (0.063 g, 1.09 mmol). The reaction is purged with nitrogen three times and heated to reflux under nitrogen. At reflux, water (1.0 mL) is added to t... Starting materials: NC1=CC=C(C=CC(=O)O)C=C1 (4-amino-cinnamic acid), Be sulphuric acid, C(C)O (ethyl alcohol), 66, 38, [OH-].[Na+] (sodium hydroxide). The solvent is O (water). Yields the product C(C)OC(C=CC1=CC=C(C=C1)N)=O (Ethyl-p-amino-cinnamate). Isolated yield 78.0%. As a reaction SMILES: [NH2:1][C:2]1[CH:12]=[CH:11][C:5]([CH:6]=[CH:7][C:8]([OH:10])=[O:9])=[CH:4][CH:3]=1.[CH2:13](O)[CH3:14].[OH-].[Na+]>O>[CH2:13]([O:9][C:8](=[O:10])[CH:7]=[CH:6][C:5]1[CH:4]=[CH:3][C:2]([NH2:1])=[CH:12][CH:11]=1)[CH3:14] |f:2.3|. Procedure details: 32.6 parts of 4-amino-cinnamic acid are heated under reflux for three hours in a mixture comprising 100 parts of absolute ethyl alcohol and 20 parts of 66°Be sulphuric acid. The product is poured on to 200 parts of water and 200 parts of ice, made alkaline to pH 8 by the addition of 38 parts of a 35° Be solution of sodium hydroxide, and the solid is filtered off, washed with water and recrystallised from 150 parts of ethyl alcohol and 150 parts of water. Ethyl-p-amino-cinnamate is thus obtained.... Starting materials: BrC1=CC=C(C=C1)C1=CC(=NN1)NC(=O)C1CC2=CC=CC=C2C1 (5-(4-bromophenyl)-3-(2-indanyl)carbonylaminopyrazole), C(CCC)[Sn](C1=CC=CC=C1)(CCCC)CCCC (tributylphenyltin), C(CCC)C(=C(CCCC)CCCC)[Sn] (tributylvinyltin), BrC=1C=C(C=CC1)C1=CC(=NN1)NC(=O)C1CC2=CC=CC=C2C1 (5-(3-bromophenyl)-3-(2-indanyl)carbonylaminopyrazole). Yields the product C1(=CC(=CC=C1)C1=CC(=NN1)NC(=O)C1CC2=CC=CC=C2C1)C1=CC=CC=C1 (5-(3-biphenylyl)-3-(2-indanyl)carbonylaminopyrazole). RXN SMILES: Br[C:2]1[CH:7]=[CH:6][C:5]([C:8]2[NH:12][N:11]=[C:10]([NH:13][C:14]([CH:16]3[CH2:24][C:23]4[C:18](=[CH:19][CH:20]=[CH:21][CH:22]=4)[CH2:17]3)=[O:15])[CH:9]=2)=[CH:4][CH:3]=1.C(C([Sn])=[C:30]([CH2:35][CH2:36][CH2:37][CH3:38])[CH2:31]CCC)CCC.BrC1C=C(C2NN=C(NC(C3CC4C(=CC=CC=4)C3)=O)C=2)C=CC=1.C([Sn](CCCC)(CCCC)C1C=CC=CC=1)CCC>>[C:7]1([C:31]2[CH:30]=[CH:35][CH:36]=[CH:37][CH:38]=2)[CH:2]=[CH:3][CH:4]=[C:5]([C:8]2[NH:12][N:11]=[C:10]([NH:13][C:14]([CH:16]3[CH2:24][C:23]4[C:18](=[CH:19][CH:20]=[CH:21][CH:22]=4)[CH2:17]3)=[O:15])[CH:9]=2)[CH:6]=1 |^1:26|. Procedure: The title compound was prepared in the same manner as that described in Example 33 except that 5-(4-bromophenyl)-3-(2-indanyl)carbonylaminopyrazole and tributylvinyltin used in Example 33 were replaced with 5-(3-bromophenyl)-3-(2-indanyl)carbonylaminopyrazole and tributylphenyltin, respectively.